describe an organic reaction: reactants, conditions, products, and yield From a dataset of the Open Reaction Database (ORD), a public repository of structured organic reaction records. The reactants are CC1=C2[C@H](C(=O)[C@@]3([C@H](C[C@@H]4[C@]([C@H]3[C@@H]([C@@](C2(C)C)(C[C@@H]1OC(=O)[C@@H]([C@H](C=5C=CC=CC5)NC(=O)C=6C=CC=CC6)O)O)OC(=O)C=7C=CC=CC7)(CO4)OC(=O)C)O)C)OC(=O)C (taxol), [BH4-].[Na+] (sodium borohydride). The reagents and catalysts are [Co](Cl)Cl (cobalt chloride). Solvent: COCCOC (CH3OCH2CH2OCH3). Product: CC1=C2[C@H](C(=O)[C@@]3([C@H](C[C@@H]4[C@]([C@H]3[C@@H]([C@@](C2(C)C)(C[C@@H]1O)O)OC(=O)C=5C=CC=CC5)(CO4)OC(=O)C)O)C)O (10-deacetylbaccatin III). The yield is 21.0%. Reaction SMILES: [CH3:1][C:2]1[C@@H:19]([O:20]C([C@H](O)[C@@H](NC(C2C=CC=CC=2)=O)C2C=CC=CC=2)=O)[CH2:18][C@:14]2([OH:41])[C:15]([CH3:17])([CH3:16])[C:3]=1[C@@H:4]([O:59]C(C)=O)[C:5]([C@@:7]1([CH3:58])[C@H:12]([C@@H:13]2[O:42][C:43]([C:45]2[CH:46]=[CH:47][CH:48]=[CH:49][CH:50]=2)=[O:44])[C@:11]2([O:53][C:54]([CH3:56])=[O:55])[CH2:51][O:52][C@@H:10]2[CH2:9][C@@H:8]1[OH:57])=[O:6].[BH4-].[Na+]>[Co](Cl)Cl.COCCOC>[CH3:1][C:2]1[C@@H:19]([OH:20])[CH2:18][C@:14]2([OH:41])[C:15]([CH3:16])([CH3:17])[C:3]=1[C@@H:4]([OH:59])[C:5]([C@@:7]1([CH3:58])[C@H:12]([C@@H:13]2[O:42][C:43]([C:45]2[CH:50]=[CH:49][CH:48]=[CH:47][CH:46]=2)=[O:44])[C@:11]2([O:53][C:54]([CH3:56])=[O:55])[CH2:51][O:52][C@@H:10]2[CH2:9][C@@H:8]1[OH:57])=[O:6] |f:1.2|. Procedure details: In the third embodiment, 7% cobalt chloride (based on the taxol in the starting material) was added to the reaction solvent, CH3OCH2CH2OCH3 (glyme) and contacted with sodium borohydride at room temperature for 144 hours. This process resulted in a 21% yield of 10-deacetylbaccatin III. A low positive yield of 10-deacetylbaccatin III was also obtained in a similar experiment using 0.1% SnCl2. The reactants are Cc1ccccc1, CC(C)c1csc(C(=O)N2CCOC3(CCN(C(=O)OC(C)(C)C)CC3)C2)n1, ClCCl, O=C(O)C(F)(F)F. The product is CC(C)c1csc(C(=O)N2CCOC3(CCNCC3)C2)n1. Reaction SMILES: [CH3:36][c:37]1[cH:38][cH:39][cH:40][cH:41][cH:42]1.[CH:1]([CH3:2])([CH3:3])[c:4]1[n:5][c:6]([C:9](=[O:10])[N:11]2[CH2:12][CH2:13][O:14][C:15]3([CH2:16]2)[CH2:17][CH2:18][N:19]([C:22]([O:23][C:24]([CH3:25])([CH3:26])[CH3:27])=[O:28])[CH2:20][CH2:21]3)[s:7][cH:8]1.[Cl:43][CH2:44][Cl:45].[OH:29][C:30]([C:31]([F:32])([F:33])[F:34])=[O:35]>>[CH:1]([CH3:2])([CH3:3])[c:4]1[n:5][c:6]([C:9](=[O:10])[N:11]2[CH2:12][CH2:13][O:14][C:15]3([CH2:16]2)[CH2:17][CH2:18][NH:19][CH2:20][CH2:21]3)[s:7][cH:8]1. Product: ClC1=NC(=CC(=C1)C1=NC(C(C(N1CC#C)=O)CC)CC)Cl (2-(2,6-dichloro-4-pyridyl)-5,6-diethyl-3-propargyl-5,6-dihydropyrimidin-4-one). Procedure: To 5.0 g (12.6 mmol) of 2-(2,6-dichloro-4-pyridyl)-5,6-diethyl-5-methoxycarbonyl-3-propargyl-5,6-dihydropyrimidin-4-one in 50 mL of pyridine was added 11.5 g (76 mmol) of lithium iodide and refluxed overnight. The reaction was cooled to room temperature, quenched onto 250 mL of water andextracted with EtOAc (2×300 mL). The organics were combined, washed with water (1×200 mL), dilute HCl (2×200 mL), water (1×200 mL), dilute sodium bisulfite (1×200 mL) and saturated sodium chloride (1×200 mL). The... The solvent is N1=CC=CC=C1 (pyridine). Reactants: ClC1=NC(=CC(=C1)C1=NC(C(C(N1CC#C)=O)(C(=O)OC)CC)CC)Cl (2-(2,6-dichloro-4-pyridyl)-5,6-diethyl-5-methoxycarbonyl-3-propargyl-5,6-dihydropyrimidin-4-one), [I-].[Li+] (lithium iodide). As a reaction SMILES: [Cl:1][C:2]1[CH:7]=[C:6]([C:8]2[N:13]([CH2:14][C:15]#[CH:16])[C:12](=[O:17])[C:11]([CH2:22][CH3:23])(C(OC)=O)[CH:10]([CH2:24][CH3:25])[N:9]=2)[CH:5]=[C:4]([Cl:26])[N:3]=1.[I-].[Li+]>N1C=CC=CC=1>[Cl:26][C:4]1[CH:5]=[C:6]([C:8]2[N:13]([CH2:14][C:15]#[CH:16])[C:12](=[O:17])[CH:11]([CH2:22][CH3:23])[CH:10]([CH2:24][CH3:25])[N:9]=2)[CH:7]=[C:2]([Cl:1])[N:3]=1 |f:1.2|. The yield is 45.6%. Reactants: CN1CCCC1, Cl, C=C(C)OC(=O)Nc1cc2c(cn1)cc(-c1cc(NC(=O)Nc3ccccc3)c(F)cc1C)c(=O)n2C(C)C, C1CNC1, C1COCCO1. Product: Cc1cc(F)c(NC(=O)Nc2ccccc2)cc1-c1cc2cnc(NC(=O)N3CCC3)cc2n(C(C)C)c1=O. Reaction SMILES: [CH3:45][N:46]1[CH2:47][CH2:48][CH2:49][CH2:50]1.[ClH:40].[F:1][c:2]1[cH:3][c:4]([CH3:39])[c:5](-[c:18]2[c:19](=[O:38])[n:20]([CH:35]([CH3:36])[CH3:37])[c:21]3[cH:22][c:23]([NH:28][C:29]([O:30][C:32]([CH3:33])=[CH2:34])=[O:31])[n:24][cH:25][c:26]3[cH:27]2)[cH:6][c:7]1[NH:8][C:9](=[O:10])[NH:11][c:12]1[cH:13][cH:14][cH:15][cH:16][cH:17]1.[NH:41]1[CH2:42][CH2:43][CH2:44]1.[O:51]1[CH2:52][CH2:53][O:54][CH2:55][CH2:56]1>>[F:1][c:2]1[cH:3][c:4]([CH3:39])[c:5](-[c:18]2[c:19](=[O:38])[n:20]([CH:35]([CH3:36])[CH3:37])[c:21]3[cH:22][c:23]([NH:28][C:29](=[O:30])[N:41]4[CH2:42][CH2:43][CH2:44]4)[n:24][cH:25][c:26]3[cH:27]2)[cH:6][c:7]1[NH:8][C:9](=[O:10])[NH:11][c:12]1[cH:13][cH:14][cH:15][cH:16][cH:17]1. Yields the product C(C)OC(CC=1C(=NC=CC1)C)=O ((2-Methylpyridin-3-yl)acetic acid ethyl ester). Reactants: CC1=NC=CC=C1CC#N ((2-Methylpyridin-3-yl)acetonitrile), S(O)(O)(=O)=O (sulfuric acid), C(C)O (ethanol), C([O-])(O)=O.[Na+] (sodium bicarbonate), C([O-])(O)=O.[Na+] (sodium bicarbonate). Reaction SMILES: [CH3:1][C:2]1[C:7]([CH2:8][C:9]#N)=[CH:6][CH:5]=[CH:4][N:3]=1.S(=O)(=O)(O)O.C(=O)(O)[O-:17].[Na+].[CH2:21]([OH:23])[CH3:22]>>[CH2:21]([O:23][C:9](=[O:17])[CH2:8][C:7]1[C:2]([CH3:1])=[N:3][CH:4]=[CH:5][CH:6]=1)[CH3:22] |f:2.3|. Procedure: 790 mg (5.98 mmol) of the compound from Example 38A are initially introduced into 10 ml ethanol, 4 ml concentrated sulfuric acid are added slowly and the mixture is heated under reflux for 6 h. After cooling, the mixture is neutralized with 6.00 g sodium bicarbonate and saturated sodium bicarbonate solution. The aqueous phase is extracted several times with ethyl acetate and the combined organic phases are dried over sodium sulfate, filtered and concentrated. The residue is reacted without furth...